Dataset: the Open Reaction Database (ORD), a public repository of structured organic reaction records. Task: describe an organic reaction: reactants, conditions, products, and yield The reactants are C1CCOC1, CO, [Li+], [OH-], O, CCOC(=O)CN1CCC(C(c2ccccc2)c2ccc(C(F)(F)F)cc2)CC1. Yields the product O=C(O)CN1CCC(C(c2ccccc2)c2ccc(C(F)(F)F)cc2)CC1. Reaction SMILES: [CH2:33]1[O:34][CH2:35][CH2:36][CH2:37]1.[CH3:38][OH:39].[Li+:31].[OH-:30].[OH2:32].[c:1]1([CH:7]([CH:8]2[CH2:9][CH2:10][N:11]([CH2:14][C:15](=[O:16])[O:17][CH2:18][CH3:19])[CH2:12][CH2:13]2)[c:20]2[cH:21][cH:22][c:23]([C:26]([F:27])([F:28])[F:29])[cH:24][cH:25]2)[cH:2][cH:3][cH:4][cH:5][cH:6]1>>[c:1]1([CH:7]([CH:8]2[CH2:9][CH2:10][N:11]([CH2:14][C:15](=[O:16])[OH:17])[CH2:12][CH2:13]2)[c:20]2[cH:21][cH:22][c:23]([C:26]([F:27])([F:28])[F:29])[cH:24][cH:25]2)[cH:2][cH:3][cH:4][cH:5][cH:6]1. The reactants are O=C([O-])[O-], CCO, C1CC2OC2C1, [K+], [K+], O=[N+]([O-])c1ncc[nH]1. Yields the product O=[N+]([O-])c1nccn1C1CCCC1O. RXN SMILES: [C:15](=[O:16])([O-:17])[O-:18].[CH3:21][CH2:22][OH:23].[CH:9]12[CH:10]([CH2:11][CH2:12][CH2:13]1)[O:14]2.[K+:19].[K+:20].[N+:1](=[O:2])([O-:3])[c:4]1[nH:5][cH:6][cH:7][n:8]1>>[N+:1](=[O:2])([O-:3])[c:4]1[n:5]([CH:9]2[CH:10]([OH:14])[CH2:11][CH2:12][CH2:13]2)[cH:6][cH:7][n:8]1.